This data is from the Open Reaction Database (ORD), a public repository of structured organic reaction records. The task is: describe an organic reaction: reactants, conditions, products, and yield Reactants: solution, N1CCCC1 (pyrrolidine), O1[C@@H](COC2=C(C=C3C(=NC=NC3=C2)NC2=C3C(=CC=C2)OCO3)OC)C1 (7-[(2R)-2,3-epoxypropoxy]-6-methoxy-4-(2,3-methylenedioxyanilino)quinazoline), C(Cl)(Cl)Cl (chloroform), Cl (hydrogen chloride). Run in C(C)O (ethanol), C(C)OCC (diethyl ether), C(Cl)Cl (methylene chloride), CO (methanol). Reaction conditions: temperature 40 celsius. Product: Cl.Cl.O[C@@H](COC1=C(C=C2C(=NC=NC2=C1)NC1=C2C(=CC=C1)OCO2)OC)CN2CCCC2 (7-[(2R)-2-hydroxy-3-pyrrolidin-1-ylpropoxy]-6-methoxy-4-(2,3-methylenedioxyanilino)quinazoline dihydrochloride salt). Reaction SMILES: [NH:1]1[CH2:5][CH2:4][CH2:3][CH2:2]1.[O:6]1[CH2:32][C@@H:7]1[CH2:8][O:9][C:10]1[CH:19]=[C:18]2[C:13]([C:14]([NH:20][C:21]3[CH:26]=[CH:25][CH:24]=[C:23]4[O:27][CH2:28][O:29][C:22]=34)=[N:15][CH:16]=[N:17]2)=[CH:12][C:11]=1[O:30][CH3:31].C(Cl)(Cl)[Cl:34].[ClH:37]>C(Cl)Cl.CO.C(OCC)C.C(O)C>[ClH:34].[ClH:37].[OH:6][C@H:7]([CH2:32][N:1]1[CH2:5][CH2:4][CH2:3][CH2:2]1)[CH2:8][O:9][C:10]1[CH:19]=[C:18]2[C:13]([C:14]([NH:20][C:21]3[CH:26]=[CH:25][CH:24]=[C:23]4[O:27][CH2:28][O:29][C:22]=34)=[N:15][CH:16]=[N:17]2)=[CH:12][C:11]=1[O:30][CH3:31] |f:8.9.10|. Procedure: A mixture of pyrrolidine (0.016 ml), 7-[(2R)-2,3-epoxypropoxy]-6-methoxy-4-(2,3-methylenedioxyanilino)quinazoline (0.03 g), chloroform (0.5 ml) and ethanol (0.5 ml) was stirred and heated to 40° C. for 7 hours. The mixture was evaporated and the residue was dissolved in methylene chloride (4 ml). A polystyrene isocyanate resin (prepared according to J. Amer. Chem. Soc., 1997, 119, 4882; loading: 1 mmol/g; 0.3 g) was added and the mixture was shaken at ambient temperature for 1.5 hours. The resin... Reactants: Cl (HCl), C(C)OC(C)OC1=C(C2=C(OCO2)C=C1)CN1CCN(CC1)C (5-(1-ethoxyethoxy)-4-(4-methylpiperazinylmethyl)-1,3-benzodioxole). Run in CC(C)O (2-propanol). Run at time 15 minute. Product: OC1=C(C2=C(OCO2)C=C1)CN1CCN(CC1)C (5-hydroxy-4-(4-methylpiperazinylmethyl)-1,3-benzodioxole). Yield: 61.0%. Reaction SMILES: Cl.C(OC([O:7][C:8]1[CH:16]=[CH:15][C:11]2[O:12][CH2:13][O:14][C:10]=2[C:9]=1[CH2:17][N:18]1[CH2:23][CH2:22][N:21]([CH3:24])[CH2:20][CH2:19]1)C)C>CC(O)C>[OH:7][C:8]1[CH:16]=[CH:15][C:11]2[O:12][CH2:13][O:14][C:10]=2[C:9]=1[CH2:17][N:18]1[CH2:19][CH2:20][N:21]([CH3:24])[CH2:22][CH2:23]1. Reported procedure: Aqueous HCl (300 ml, 0.5N) was added to a stirred solution of 5-(1-ethoxyethoxy)-4-(4-methylpiperazinylmethyl)-1,3-benzodioxole (16.0 g, 49.7 mmol) in 2-propanol (300 ml) at room temperature, and stirring was continued for 15 minutes. The solution was extracted with diethyl ether, the aqueous layer was neutralised (pH=7) by adding aqueous NaOH(2N), and the water layer was evaporated in vacuo. The residue was extracted with diethyl ether (3 times). The combined organic layers were dried over Na2S...